From a dataset of the Open Reaction Database (ORD), a public repository of structured organic reaction records. describe an organic reaction: reactants, conditions, products, and yield Starting materials: CN1C2=C(C(CCC1=O)(C)C)C=C(C=C2)[N+](=O)[O-] (1,5,5-Trimethyl-7-nitro-1,3,4,5-tetrahydro-benzo[b]azepin-2-one), CC1(C2=C(NC(CC1)=O)C=C(C=C2)[N+](=O)[O-])C (5,5-Dimethyl-8-nitro-1,3,4,5-tetrahydro-benzo[b]azepin-2-one). The product is C(C)N1C2=C(C(CCC1=O)(C)C)C=CC(=C2)[N+](=O)[O-] (1-Ethyl-5,5-dimethyl-8-nitro-1,3,4,5-tetrahydro-benzo[b]azepin-2-one), solid. Isolated yield 65.0%. Reaction SMILES: CN1C(=O)CCC(C)(C)[C:4]2C=C([N+]([O-])=O)C=C[C:3]1=2.[CH3:19][C:20]1([CH3:35])[CH2:26][CH2:25][C:24](=[O:27])[NH:23][C:22]2[CH:28]=[C:29]([N+:32]([O-:34])=[O:33])[CH:30]=[CH:31][C:21]1=2>>[CH2:3]([N:23]1[C:24](=[O:27])[CH2:25][CH2:26][C:20]([CH3:35])([CH3:19])[C:21]2[CH:31]=[CH:30][C:29]([N+:32]([O-:34])=[O:33])=[CH:28][C:22]1=2)[CH3:4]. Procedure: 1-Ethyl-5,5-dimethyl-8-nitro-1,3,4,5-tetrahydro-benzo[b]azepin-2-one was prepared in a manner analogous to the preparation of 1,5,5-Trimethyl-7-nitro-1,3,4,5-tetrahydro-benzo[b]azepin-2-one using 5,5-Dimethyl-8-nitro-1,3,4,5-tetrahydro-benzo[b]azepin-2-one as starting material to yield a yellow solid (65%). mp 83° C.; LCMS: m/z=263.05 (M+H+), 1H NMR (400 MHz, CDCl3) δ 8.11 (m, 1H), 8.06 (m, 1H), 7.60 (d, 1H, J=8.6 Hz), 3.91 (m, 2H), 2.32 (m, 2H), 1.42 (s, 6H), 1.38 (m, 3H). The reactants are OC(CN1CCNCCC1)CO (1-(2,3-dihydroxypropyl)homopiperazine), ClC1=C(C(=O)O)C=CC=N1 (2-chloronicotinic acid). Solvent: O1CCOCC1 (dioxane). The product is OC(CN1CCN(CCC1)C1=C(C(=O)O)C=CC=N1)CO (2-[4-(2,3-dihydroxypropyl)homopiperazin-1-yl]nicotinic acid). RXN SMILES: [OH:1][CH:2]([CH2:11][OH:12])[CH2:3][N:4]1[CH2:10][CH2:9][CH2:8][NH:7][CH2:6][CH2:5]1.Cl[C:14]1[N:22]=[CH:21][CH:20]=[CH:19][C:15]=1[C:16]([OH:18])=[O:17]>O1CCOCC1>[OH:1][CH:2]([CH2:11][OH:12])[CH2:3][N:4]1[CH2:10][CH2:9][CH2:8][N:7]([C:14]2[N:22]=[CH:21][CH:20]=[CH:19][C:15]=2[C:16]([OH:18])=[O:17])[CH2:6][CH2:5]1. Reported procedure: Grams 5 of 1-(2,3-dihydroxypropyl)homopiperazine and 2.25 g of 2-chloronicotinic acid in 50 ml dioxane were refluxed for 24 hours. The reaction mixture was evaporated to dryness and the residue was purified on column eluting with ethanol:ammonium hydroxyde (95:5). The fractions containing the product were dried and the residue, triturated with acetonitrile, gave 1.3 g of 2-[4-(2,3-dihydroxypropyl)homopiperazin-1-yl]nicotinic acid, melting at 70°-77° C. (with decomposition). Starting materials: C(C)C(CC)C=1C=2N(N=C(C1)C)C(=C(N2)C)I (8-(1-ethyl-propyl)-3-iodo-2,6-dimethyl-imidazo[1,2-b]pyridazine), PdCl2(pddf), BrC1=C(SC2=C1C=NC=C2)C (3-Bromo-2-methyl-thieno[3,2-c]pyridine), Teflon. Reagents/catalysts: [Zn] (Zinc), [Zn] (Zn). Run in C1CCOC1 (THF), C1CCOC1 (THF). Conditions: temperature 100 celsius. The product is C(C)C(CC)C=1C=2N(N=C(C1)C)C(=C(N2)C)C2=C(SC1=C2C=NC=C1)C (8-(1-Ethyl-propyl)-2,6-dimethyl-3-(2-methyl-thieno[3,2-c]pyridin-3-yl)-imidazo[1,2-b]pyridazine). Yield: 6.1%. As a reaction SMILES: Br[C:2]1[C:6]2[CH:7]=[N:8][CH:9]=[CH:10][C:5]=2[S:4][C:3]=1[CH3:11].[CH2:12]([CH:14]([C:17]1[C:18]2[N:19]([C:24](I)=[C:25]([CH3:27])[N:26]=2)[N:20]=[C:21]([CH3:23])[CH:22]=1)[CH2:15][CH3:16])[CH3:13]>C1COCC1.[Zn]>[CH2:12]([CH:14]([C:17]1[C:18]2[N:19]([C:24]([C:2]3[C:6]4[CH:7]=[N:8][CH:9]=[CH:10][C:5]=4[S:4][C:3]=3[CH3:11])=[C:25]([CH3:27])[N:26]=2)[N:20]=[C:21]([CH3:23])[CH:22]=1)[CH2:15][CH3:16])[CH3:13]. Procedure details: 225 mg of 3-Bromo-2-methyl-thieno[3,2-c]pyridine (0.98 mmol) is placed into the vial with 2.14 ml of Reiki Zn, suspension in THF (1.50 mmol) and capped and heated at 100° C. for 2 h. The excess Zinc is allowed to settle down and the solution is transferred to the vial containing 200 mg of 8-(1-ethyl-propyl)-3-iodo-2,6-dimethyl-imidazo[1,2-b]pyridazine (0.58 mmol) and 41 mg of PdCl2(pddf) (0.05 mmol) in 3 ml of dry THF. The vial is capped with a Teflon cap and heated at 80° C. for 2 days. The rea... The reactants are CCO, [H][H], O=C(O)CCCc1ccc([N+](=O)[O-])cc1. Product: Nc1ccc(CCCC(=O)O)cc1. As a reaction SMILES: [CH3:18][CH2:19][OH:20].[H:16][H:17].[N+:1]([O-:2])(=[O:3])[c:4]1[cH:5][cH:6][c:7]([CH2:10][CH2:11][CH2:12][C:13](=[O:14])[OH:15])[cH:8][cH:9]1>>[NH2:1][c:4]1[cH:5][cH:6][c:7]([CH2:10][CH2:11][CH2:12][C:13](=[O:14])[OH:15])[cH:8][cH:9]1. Reactants: N(N)C(=S)N1CCN(CC1)CC(=O)OC (Methyl 2-[4-hydrazinothiocarbonylpiperazin-1-yl]acetate), ClC=1C=C(C=CC1Cl)C=1SC=C(C1O)C(=O)C (2-(3,4-dichlorophenyl)-3-hydroxy-4-methylcarbonylthiophene), CN(C=O)C (dimethylformamide), Cl (hydrochloric acid). Run in O (water). The product is ClC=1C=C(C=CC1Cl)C1=C(C(=CS1)C(C)=NNC(=S)N1CCN(CC1)CC(=O)OC)O (Methyl 2-[4-{1-[5-(3,4-dichlorophenyl)-4-hydroxythiophen-3-yl]-ethylidene-hydrazinothiocarbonyl}-piperazin-1-yl]acetate). Isolated yield 18.0%. As a reaction SMILES: [NH:1]([C:3]([N:5]1[CH2:10][CH2:9][N:8]([CH2:11][C:12]([O:14][CH3:15])=[O:13])[CH2:7][CH2:6]1)=[S:4])[NH2:2].[Cl:16][C:17]1[CH:18]=[C:19]([C:24]2[S:25][CH:26]=[C:27]([C:30]([CH3:32])=O)[C:28]=2[OH:29])[CH:20]=[CH:21][C:22]=1[Cl:23].CN(C)C=O.Cl>O>[Cl:16][C:17]1[CH:18]=[C:19]([C:24]2[S:25][CH:26]=[C:27]([C:30](=[N:2][NH:1][C:3]([N:5]3[CH2:6][CH2:7][N:8]([CH2:11][C:12]([O:14][CH3:15])=[O:13])[CH2:9][CH2:10]3)=[S:4])[CH3:32])[C:28]=2[OH:29])[CH:20]=[CH:21][C:22]=1[Cl:23]. Procedure details: Methyl 2-[4-hydrazinothiocarbonylpiperazin-1-yl]acetate (356 mg, 1.52 mmol) prepared in Reference Synthetic Example 10 and 2-(3,4-dichlorophenyl)-3-hydroxy-4-methylcarbonylthiophene (147 mg, 0.512 mmol) were stirred with dimethylformamide (4 mL) and concentrated hydrochloric acid (42.6 μL, 1.52 mmol) at room temperature to 60° C. for 5 days. After addition of water, the reaction mixture was filtered, and the filter cake was dried. The filter cake was mixed with chloroform and filtered, and the f... Starting materials: [Li+].[OH-] (LiOH), COC(CCCC1=NOC(=C1)C1=C(C=CC=C1)OC)=O (4-[5-(2-methoxy-phenyl)-isoxazol-3-yl]-butyric acid methyl ester), O1CCOCC1 (dioxane), Cl (HCl). Run in O (water). Reaction conditions: time 1 hour. Product: OC1=C(C=CC=C1)C1=CC(=NO1)CCCCC(=O)O (5-[5-(2-hydroxy-phenyl)-isoxazol-3-yl]-pentanoic acid). Isolated yield 87.0%. As a reaction SMILES: [Li+].[OH-:2].CO[C:5](=O)[CH2:6][CH2:7][CH2:8][C:9]1[CH:13]=[C:12]([C:14]2[CH:19]=[CH:18][CH:17]=[CH:16][C:15]=2[O:20]C)[O:11][N:10]=1.Cl.[O:24]1[CH2:29]COCC1>O>[OH:20][C:15]1[CH:16]=[CH:17][CH:18]=[CH:19][C:14]=1[C:12]1[O:11][N:10]=[C:9]([CH2:8][CH2:7][CH2:6][CH2:5][C:29]([OH:24])=[O:2])[CH:13]=1 |f:0.1|. Procedure: Add a solution of LiOH (1.04 g, 43.6 mmol) in water (15 mL) to a rapidly stirred solution of 4-[5-(2-methoxy-phenyl)-isoxazol-3-yl]-butyric acid methyl ester (2.28 g, 8.7 mmol) in dioxane (120 mL), stir at room temperature overnight After 1 hour, acidify to pH 1 with 5N HCl solution and concentrate to remove the majority of the dioxane. Add water to residue and place in refrigerator overnight Filter out solids, wash with water, dry in a 50° C. vacuum oven for 6 hours to afford the title compound... The reactants are C(C)N(CCCCCCC1=CC=C(C=C1)CCCCCCN(CC)CC)CC (1,4-bis(6-diethylaminohexyl)benzene), C(C)O (ethanol), C(C)I (ethyl iodide). Run at time 30 minute. Product: [I-].[I-].C(C)[N+](CCCCCCC1=CC=C(C=C1)CCCCCC[N+](CC)(CC)CC)(CC)CC (1,4-Bis(6-triethylammoniohexyl)benzene diiodide). RXN SMILES: [CH2:1]([N:3]([CH2:27][CH3:28])[CH2:4][CH2:5][CH2:6][CH2:7][CH2:8][CH2:9][C:10]1[CH:15]=[CH:14][C:13]([CH2:16][CH2:17][CH2:18][CH2:19][CH2:20][CH2:21][N:22]([CH2:25][CH3:26])[CH2:23][CH3:24])=[CH:12][CH:11]=1)[CH3:2].[CH2:29]([I:31])[CH3:30].[CH2:32](O)[CH3:33]>>[I-:31].[I-:31].[CH2:25]([N+:22]([CH2:29][CH3:30])([CH2:23][CH3:24])[CH2:21][CH2:20][CH2:19][CH2:18][CH2:17][CH2:16][C:13]1[CH:12]=[CH:11][C:10]([CH2:9][CH2:8][CH2:7][CH2:6][CH2:5][CH2:4][N+:3]([CH2:32][CH3:33])([CH2:1][CH3:2])[CH2:27][CH3:28])=[CH:15][CH:14]=1)[CH3:26] |f:3.4.5|. Procedure details: First, 300 mg of 1,4-bis(6-diethylaminohexyl)benzene were dissolved in 3 ml of absolute ethanol, and after adding 616 μl of ethyl iodide, the mixture was stirred at a room temperature for 30 minutes, refluxed for 1.5 hours, and then cooled. The mixture was evaporated under a reduced pressure, and after adding 3 ml of acetone, evaporated under a reduced pressure. The residue was dissolved in 1.5 ml of acetone, and the solution was allowed to stand in a freezer for 2 days. The resulting crystal wa... Starting materials: Cn1c(=O)c(-c2ccc(F)cc2)c(-c2ccnc(S(C)(=O)=O)n2)n1C1CCN(C(=O)OC(C)(C)C)CC1, C1CCOC1, [H-], [Na+], Oc1ccccc1. Yields the product Cn1c(=O)c(-c2ccc(F)cc2)c(-c2ccnc(Oc3ccccc3)n2)n1C1CCN(C(=O)OC(C)(C)C)CC1. RXN SMILES: [C:10]([CH3:11])([CH3:12])([CH3:13])[O:14][C:15](=[O:16])[N:17]1[CH2:18][CH2:19][CH:20]([n:23]2[n:24]([CH3:46])[c:25](=[O:45])[c:26](-[c:38]3[cH:39][cH:40][c:41]([F:44])[cH:42][cH:43]3)[c:27]2-[c:28]2[n:29][c:30]([S:34]([CH3:35])(=[O:36])=[O:37])[n:31][cH:32][cH:33]2)[CH2:21][CH2:22]1.[CH2:47]1[O:48][CH2:49][CH2:50][CH2:51]1.[H-:9].[Na+:8].[OH:1][c:2]1[cH:3][cH:4][cH:5][cH:6][cH:7]1>>[O:1]([c:2]1[cH:3][cH:4][cH:5][cH:6][cH:7]1)[c:30]1[n:29][c:28](-[c:27]2[n:23]([CH:20]3[CH2:19][CH2:18][N:17]([C:15]([O:14][C:10]([CH3:11])([CH3:12])[CH3:13])=[O:16])[CH2:22][CH2:21]3)[n:24]([CH3:46])[c:25](=[O:45])[c:26]2-[c:38]2[cH:39][cH:40][c:41]([F:44])[cH:42][cH:43]2)[cH:33][cH:32][n:31]1.